Dataset: the Open Reaction Database (ORD), a public repository of structured organic reaction records. Task: describe an organic reaction: reactants, conditions, products, and yield Reactants: S(=O)(=O)(Cl)Cl (sulfuryl chloride), ice-salt, CC1=CC=C(C=C1)S (4-methylbenzenethiol), N1=CC=CC=C1 (pyridine). Reagents/catalysts: C(Cl)(Cl)(Cl)Cl (carbon tetrachloride). Run in C(Cl)(Cl)(Cl)Cl (carbon tetrachloride). Conditions: time 0.5 hour. Product: CC1=C(C=CC=C1)SCl (2-methylbenzenesulfenyl chloride). Yield: 75.5%. RXN SMILES: [S:1]([Cl:5])(Cl)(=O)=O.[CH3:6][C:7]1[CH:12]=[CH:11][C:10](S)=[CH:9][CH:8]=1.N1C=CC=CC=1>C(Cl)(Cl)(Cl)Cl>[CH3:6][C:7]1[CH:12]=[CH:11][CH:10]=[CH:9][C:8]=1[S:1][Cl:5]. Procedure: A solution of 27.2 g of sulfuryl chloride in 50 ml of dry carbon tetrachloride was added dropwise to a cold (ice-salt bath) solution of 25 g of 4-methylbenzenethiol in 50 ml of carbon tetrachloride containing a few drops of pyridine. The solution was stirred for 0.5 hour at ice-salt bath temperature, allowed to warm to room temperature, then heated under gentle reflux for 0.5 hour. The solution was filtered through a layer of anhydrous sodium sulfate and the filtrate concentrated under reduced p... Reactants: CCOC=O, COCCNC1CCCN2c3c(ccc(Cl)c3Cl)Oc3ccccc3C12. The product is O=CNC1CCCN2c3c(ccc(Cl)c3Cl)Oc3ccccc3C12. As a reaction SMILES: [CH:27](=[O:28])[O:29][CH2:30][CH3:31].[Cl:1][c:2]1[c:3]([Cl:26])[cH:4][cH:5][c:6]2[c:12]1[N:11]1[CH:10]([c:9]3[c:8]([cH:25][cH:24][cH:23][cH:22]3)[O:7]2)[CH:16]([NH:17][CH2:18][CH2:19][O:20][CH3:21])[CH2:15][CH2:14][CH2:13]1>>[Cl:1][c:2]1[c:3]([Cl:26])[cH:4][cH:5][c:6]2[c:12]1[N:11]1[CH:10]([c:9]3[c:8]([cH:25][cH:24][cH:23][cH:22]3)[O:7]2)[CH:16]([NH:17][CH:27]=[O:28])[CH2:15][CH2:14][CH2:13]1. Reactants: O=C(O)COc1ccc(C23CC4CC(CC(C4)C2)C3)cc1, ClCCCl, COC(=O)c1ccc(N)cc1, CCN(C(C)C)C(C)C, CN(C)C=O, O[SH]1C=Nc2ccccc21. Yields the product COC(=O)c1ccc(NC(=O)COc2ccc(C34CC5CC(CC(C5)C3)C4)cc2)cc1. RXN SMILES: [C:1]12([c:11]3[cH:12][cH:13][c:14]([O:15][CH2:16][C:17](=[O:18])[OH:19])[cH:20][cH:21]3)[CH2:2][CH:3]3[CH2:4][CH:5]([CH2:6][CH:7]([CH2:8]1)[CH2:9]3)[CH2:10]2.[CH2:57]([Cl:58])[CH2:59][Cl:60].[CH3:22][O:23][C:24]([c:25]1[cH:26][cH:27][c:28]([NH2:31])[cH:29][cH:30]1)=[O:32].[CH:43]([N:44]([CH2:45][CH3:46])[CH:47]([CH3:48])[CH3:49])([CH3:50])[CH3:51].[O:52]=[CH:53][N:54]([CH3:55])[CH3:56].[OH:33][SH:34]1[c:35]2[cH:36][cH:37][cH:38][cH:39][c:40]2[N:41]=[CH:42]1>>[C:1]12([c:11]3[cH:12][cH:13][c:14]([O:15][CH2:16][C:17](=[O:18])[NH:31][c:28]4[cH:27][cH:26][c:25]([C:24]([O:23][CH3:22])=[O:32])[cH:30][cH:29]4)[cH:20][cH:21]3)[CH2:2][CH:3]3[CH2:4][CH:5]([CH2:6][CH:7]([CH2:8]1)[CH2:9]3)[CH2:10]2. Reactants: [K+].[Br-] (KBr), FC(C(=O)O)(F)F (Trifluoroacetic acid), CNCC1=CC=CC=C1 (N-methylbenzylamine), ClC=1NC2=CC(=C(C(=C2C(N1)=O)OC)OC)OC (2-chloro-5,6,7-trimethoxy-1H-quinazolin-4-one), C(C)(C)N(CC)C(C)C (diisopropylethylamine). Run in CCO (EtOH), CO.C(Cl)Cl (MeOH DCM), C(Cl)Cl (CH2Cl2). Run at temperature 110 celsius, time 3 hour. Product: COC1=C2C(N=C(NC2=CC(=C1OC)OC)N(CC1=CC(=CC=C1)N1C(CCC1)=O)C)=O (5,6,7-Trimethoxy-2-{methyl-[3-(2-oxo-pyrrolidin-1-yl)-benzyl]-amino}-1H-quinazolin-4-one). RXN SMILES: F[C:2](F)(F)[C:3]([OH:5])=O.[CH3:8][NH:9][CH2:10][C:11]1[CH:16]=[CH:15][CH:14]=[CH:13][CH:12]=1.Cl[C:18]1[NH:19][C:20]2[C:25]([C:26](=[O:28])[N:27]=1)=[C:24]([O:29][CH3:30])[C:23]([O:31][CH3:32])=[C:22]([O:33][CH3:34])[CH:21]=2.[CH:35]([N:38](C(C)C)CC)(C)[CH3:36].[K+].[Br-]>C(Cl)Cl.CO.C(Cl)Cl.CCO>[CH3:30][O:29][C:24]1[C:23]([O:31][CH3:32])=[C:22]([O:33][CH3:34])[CH:21]=[C:20]2[C:25]=1[C:26](=[O:28])[N:27]=[C:18]([N:9]([CH3:8])[CH2:10][C:11]1[CH:16]=[CH:15][CH:14]=[C:13]([N:38]3[CH2:35][CH2:36][CH2:2][C:3]3=[O:5])[CH:12]=1)[NH:19]2 |f:4.5,7.8|. Reported procedure: Trifluoroacetic acid (375 μL, 4.87 mmol) was added via syringe to a stirred solution of (3) from Step 2 (189 mg, 0.62 mmol) at 0° C. After 3 hours, the solution was concentrated under reduced pressure, then pumped under vacuum for 1 hour. The crude residue was dissolved in EtOH (2 mL), and added to a sealed tube containing 2-chloro-5,6,7-trimethoxy-1H-quinazolin-4-one (132 mg, 0.49 mmol), diisopropylethylamine (425 μL, 2.44 mmol), and EtOH (3 mL). The suspension was heated at 110° C. for 2 hours... Reactants: [N+](=O)([O-])C1=CC=CC2=C1N1C(S2)=NCC1 (2,3-dihydro-5-nitroimidazo[2,1-b]benzothiazole), [H][H] (hydrogen), N (ammonia). The reagents and catalysts are [Pt] (platinum-on-charcoal). Run in CO (methanol). Product: N=1CCN2C1SC=1C2=C(C=CC1)N (2,3-dihydroimidazo[2,1-b]benzothiazol-5-amine). Reaction SMILES: [N+:1]([C:4]1[C:9]2[N:10]3[CH2:15][CH2:14][N:13]=[C:11]3[S:12][C:8]=2[CH:7]=[CH:6][CH:5]=1)([O-])=O.N.[H][H]>[Pt].CO>[N:13]1[CH2:14][CH2:15][N:10]2[C:9]3=[C:4]([NH2:1])[CH:5]=[CH:6][CH:7]=[C:8]3[S:12][C:11]=12. Procedure: A mixture of 5.5 parts of 2,3-dihydro-5-nitroimidazo[2,1-b]benzothiazole and 160 parts of methanol, saturated with ammonia is hydrogenated at normal pressure and at room temperature with 2 parts of platinum-on-charcoal catalyst 5%. After the calculated amount of hydrogen is taken up, the catalyst is filtered off and the filtrate is evaporated. The residue is crystallized from 1-butanol. The product is filtered off and dried, yielding 3 parts of 2,3-dihydroimidazo[2,1-b]benzothiazol-5-amine; mp. ... Starting materials: ClC=1C=C(C(=O)O)C=CC1N1C(COCC1C)=O (3-chloro-4-(5-methyl-morpholin-3-on-4-yl)-benzoic acid), ClC1=CC2=C(NC(=N2)[C@H](COC)N)C=C1 ((1R)-1-(5-chloro-1H-benzimidazol-2-yl)-2-methoxy-ethylamine), CN(C)C(=[N+](C)C)ON1C2=C(C=CC=C2)N=N1.[B-](F)(F)(F)F (TBTU). The solvent is CN(C)C=O (DMF). Product: ClC=1C=C(C(=O)N[C@@H](COC)C2=NC3=C(N2)C=CC(=C3)Cl)C=CC1N1C(COCC1C)=O (3-chloro-N-[(1R)-1-(5-chloro-1H-benzimidazol-2-yl)-2-methoxy-ethyl]-4-(5-methyl-morpholin-3-on-4-yl)-benzamide). Reaction SMILES: [Cl:1][C:2]1[CH:3]=[C:4]([CH:8]=[CH:9][C:10]=1[N:11]1[CH:16]([CH3:17])[CH2:15][O:14][CH2:13][C:12]1=[O:18])[C:5]([OH:7])=O.[Cl:19][C:20]1[CH:33]=[CH:32][C:23]2[NH:24][C:25]([C@@H:27]([NH2:31])[CH2:28][O:29][CH3:30])=[N:26][C:22]=2[CH:21]=1.CN(C(ON1N=NC2C=CC=CC1=2)=[N+](C)C)C.[B-](F)(F)(F)F>CN(C=O)C>[Cl:1][C:2]1[CH:3]=[C:4]([CH:8]=[CH:9][C:10]=1[N:11]1[CH:16]([CH3:17])[CH2:15][O:14][CH2:13][C:12]1=[O:18])[C:5]([NH:31][C@H:27]([C:25]1[NH:24][C:23]2[CH:32]=[CH:33][C:20]([Cl:19])=[CH:21][C:22]=2[N:26]=1)[CH2:28][O:29][CH3:30])=[O:7] |f:2.3|. Reported procedure: Prepared analogously to Example 1f from 3-chloro-4-(5-methyl-morpholin-3-on-4-yl)-benzoic acid and (1R)-1-(5-chloro-1H-benzimidazol-2-yl)-2-methoxy-ethylamine with TBTU and TEA in DMF.